Dataset: the Open Reaction Database (ORD), a public repository of structured organic reaction records. Task: describe an organic reaction: reactants, conditions, products, and yield Starting materials: ClC=1C=C(C=O)C=C(C1)Cl (3,5-dichlorobenzaldehyde), Cl.CON (methoxyamine hydrochloride). Run in C(C)O (ethanol), N1=CC=CC=C1 (pyridine). Product: CON=CC1=CC(=CC(=C1)Cl)Cl (O-Methyl-3,5-dichlorobenzaldoxime). Isolated yield 93.6%. As a reaction SMILES: [Cl:1][C:2]1[CH:3]=[C:4]([CH:7]=[C:8]([Cl:10])[CH:9]=1)[CH:5]=O.Cl.[CH3:12][O:13][NH2:14]>C(O)C.N1C=CC=CC=1>[CH3:12][O:13][N:14]=[CH:5][C:4]1[CH:3]=[C:2]([Cl:1])[CH:9]=[C:8]([Cl:10])[CH:7]=1 |f:1.2|. Procedure details: A solution of 3,5-dichlorobenzaldehyde (0.0571 mol) and methoxyamine hydrochloride (0.0629 mol) in ethanol (50 ml) and pyridine (50 ml) was stirred 18 hours at room temperature. The reaction was concentrated and partitioned between methylene chloride and water. The organic phase was washed with 3N aqueous hydrogen chloride, dried over sodium sulfate and was concentrated to yield 10.9 g (94%) white solid, mp 53°. Reactants: BrC1=CC=2C3=C(C=NC2C=C1)N(C(N3C=3C(=NN(C3)C)C)=O)C (8-bromo-1-(1,3-dimethyl-1H-pyrazol-4-yl)-3-methyl-1,3-dihydro-imidazo[4,5-c]quinolin-2-one), COC1=NC=C(C=C1)B(O)O (2-methoxypyridine-5-boronic acid). Reagents/catalysts: Cl[Pd]([P](C1=CC=CC=C1)(C2=CC=CC=C2)C3=CC=CC=C3)([P](C4=CC=CC=C4)(C5=CC=CC=C5)C6=CC=CC=C6)Cl (PdCl2(PPh3)2), CO (MeOH). Solvent: CN(C)C=O (DMF), C(=O)([O-])[O-].[K+].[K+] (K2CO3). Run at temperature 105 celsius, time 1.5 hour. Yields the product CN1N=C(C(=C1)N1C(NC=2C=NC=3C=CC(=CC3C21)C=2C=NC(=CC2)OC)=O)C (1-(1,3-Dimethyl-1H-pyrazol-4-yl)-8-(6-methoxy-pyridin-3-yl)-1,3-dihydro-imidazo[4,5-c]quinolin-2-one). RXN SMILES: Br[C:2]1[CH:11]=[CH:10][C:9]2[N:8]=[CH:7][C:6]3[N:12](C)[C:13](=[O:22])[N:14]([C:15]4[C:16]([CH3:21])=[N:17][N:18]([CH3:20])[CH:19]=4)[C:5]=3[C:4]=2[CH:3]=1.[CH3:24][O:25][C:26]1[CH:31]=[CH:30][C:29](B(O)O)=[CH:28][N:27]=1>CN(C=O)C.C([O-])([O-])=O.[K+].[K+].CO.Cl[Pd](Cl)([P](C1C=CC=CC=1)(C1C=CC=CC=1)C1C=CC=CC=1)[P](C1C=CC=CC=1)(C1C=CC=CC=1)C1C=CC=CC=1>[CH3:20][N:18]1[CH:19]=[C:15]([N:14]2[C:5]3[C:4]4[CH:3]=[C:2]([C:29]5[CH:28]=[N:27][C:26]([O:25][CH3:24])=[CH:31][CH:30]=5)[CH:11]=[CH:10][C:9]=4[N:8]=[CH:7][C:6]=3[NH:12][C:13]2=[O:22])[C:16]([CH3:21])=[N:17]1 |f:3.4.5,^1:50,69|. Procedure details: A mixture of 8-bromo-1-(1,3-dimethyl-1H-pyrazol-4-yl)-3-methyl-1,3-dihydro-imidazo[4,5-c]quinolin-2-one (Stage A.1, 49 mg, 0.137 mmol), 2-methoxypyridine-5-boronic acid (Sigma-Aldrich, Buchs, Switzerland, 26 mg, 0.170 mmol), and PdCl2(PPh3)2 (6 mg, 0.0085 mmol) in DMF (1.2 ml) and 1 M aqueous K2CO3 (0.343 ml) was stirred under argon at 105° C. for 1.5 h. The RM was cooled toll. The mixture was diluted with MeOH+3 drops TFA and purified directly by Prep.HPLC (H2O (0.1% TFA)/CH3CN 95:5 to 60:40). ...